Dataset: the Open Reaction Database (ORD), a public repository of structured organic reaction records. Task: describe an organic reaction: reactants, conditions, products, and yield Starting materials: C(CCC)=C1C(N(C(S1)=O)CCC(CCSC1=CC=CC=2N1C=CN2)(C)C)=O (5-butylidene-3-[5-(imidazo[1,2-a]pyridin-5-ylthio)-3,3-dimethylpentyl]thiazolidine-2,4-dione), Cl (hydrochloric acid). Run in CO (methanol). Yields the product Cl.C(CCC)=C1C(N(C(S1)=O)CCC(CCSC1=CC=CC=2N1C=CN2)(C)C)=O (5-butylidene-3-[5-(imidazo[1,2-a]pyridin-5-ylthio)-3,3-dimethylpentyl]thiazolidine-2,4-dione hydrochloride). As a reaction SMILES: [CH:1](=[C:5]1[S:9][C:8](=[O:10])[N:7]([CH2:11][CH2:12][C:13]([CH3:27])([CH3:26])[CH2:14][CH2:15][S:16][C:17]2[N:22]3[CH:23]=[CH:24][N:25]=[C:21]3[CH:20]=[CH:19][CH:18]=2)[C:6]1=[O:28])[CH2:2][CH2:3][CH3:4].[ClH:29]>CO>[ClH:29].[CH:1](=[C:5]1[S:9][C:8](=[O:10])[N:7]([CH2:11][CH2:12][C:13]([CH3:27])([CH3:26])[CH2:14][CH2:15][S:16][C:17]2[N:22]3[CH:23]=[CH:24][N:25]=[C:21]3[CH:20]=[CH:19][CH:18]=2)[C:6]1=[O:28])[CH2:2][CH2:3][CH3:4] |f:3.4|. Procedure: To a solution of 310 mg (0.74 mmol) of 5-butylidene-3-[5-(imidazo[1,2-a]pyridin-5-ylthio)-3,3-dimethylpentyl]thiazolidine-2,4-dione in 5 ml methanol, 0.01 ml of concentrated hydrochloric acid was added. After the solvent was distilled off, the residue was washed with diethyl ether to yield 320 mg (95.0%, light yellow solid) of the desired product. Reactants: CC=1C=CC=CC1C(=O)NC2=CC=CC(=C2)OC(C)C (mepronil), CC1=C(OC(=C1C(=O)NC2=CC=CC=C2)C)C (methfuroxam), CNC(=O)SC1=CC=C(C=C1)OS(=O)(=O)C (methasulfocarb), CCCCC(CN1C=NC=N1)(C#N)C=2C=CC(=CC2)Cl (myclobutanil), CC1=CC=CC(=C1N(C(C)C(=O)OC)C(=O)COC)C (metalaxyl), CC1(CCC(C1(CN2C=NC=N2)O)CC=3C=CC(=CC3)Cl)C (metconazole), CC1=C(SC(=N1)C)C(=O)NC2=CC=CC=C2 (metsulfovax). Reagents/catalysts: C(CNC(=S)[S-])NC(=S)[S-].[Zn+2] (metiram). Product: C=1C=CC(=C(C1)C(C=2C=CC(=CC2)Cl)(C=3C=NC=NC3)O)Cl (fenarimol). RXN SMILES: C[C:2]1[CH:3]=[CH:4][CH:5]=[CH:6][C:7]=1[C:8](NC1C=C(OC(C)C)C=CC=1)=[O:9].CC1C(N(C(COC)=O)C(C(OC)=O)C)=C(C)C=CC=1.CC1(C)C(O)(CN2N=CN=C2)C(C[C:55]2[CH:56]=[CH:57][C:58]([Cl:61])=[CH:59][CH:60]=2)CC1.CNC(SC1C=CC(OS(C)(=O)=O)=CC=1)=O.CC1C(C(NC2C=CC=CC=2)=O)=C(C)OC=1C.C[C:97]1[N:101]=C(C)S[C:98]=1[C:103]([NH:105][C:106]1C=CC=CC=1)=O.CCCCC(C1C=CC([Cl:131])=CC=1)(C#N)CN1N=CN=C1>C(NC([S-])=S)CNC([S-])=S.[Zn+2]>[CH:55]1[CH:60]=[CH:59][C:58]([Cl:61])=[C:57]([C:8]([OH:9])([C:98]2[CH:97]=[N:101][CH:106]=[N:105][CH:103]=2)[C:7]2[CH:2]=[CH:3][C:4]([Cl:131])=[CH:5][CH:6]=2)[CH:56]=1 |f:7.8|. Reported procedure: mepronil, metalaxyl, metconazole, methasulfocarb, methfuroxam, metiram, metsulfovax, myclobutanil,